The task is: describe an organic reaction: reactants, conditions, products, and yield. This data is from the Open Reaction Database (ORD), a public repository of structured organic reaction records. Isolated yield 28.2%. As a reaction SMILES: [CH3:1][C:2]1([CH3:28])[CH2:7][C:6]([CH3:9])([CH3:8])[CH2:5][CH:4]([C:10]2[CH:15]=[CH:14][CH:13]=[CH:12][C:11]=2[N:16]2[CH2:21][CH2:20][N:19]([CH2:22][C@@H:23]3[CH2:25][C@H:24]3[CH2:26]O)[CH2:18][CH2:17]2)[CH2:3]1.C(N(S(F)(F)[F:35])CC)C.C(=O)([O-])O.[Na+].C(OCC)(=O)C>ClCCl.O>[F:35][CH2:26][C@@H:24]1[CH2:25][C@H:23]1[CH2:22][N:19]1[CH2:18][CH2:17][N:16]([C:11]2[CH:12]=[CH:13][CH:14]=[CH:15][C:10]=2[CH:4]2[CH2:3][C:2]([CH3:28])([CH3:1])[CH2:7][C:6]([CH3:8])([CH3:9])[CH2:5]2)[CH2:21][CH2:20]1 |f:2.3|. Run at time 2 hour. Procedure: To a solution of trans-(2-{4-[2-(3,3,5,5-tetramethylcyclohexyl)phenyl]piperazin-1-ylmethyl}cyclopropyl)methanol (60 mg, 0.156 mmol) produced in Example (92a) in dichloromethane (5 mL) was added diethylaminosulfur trifluoride (DAST) (0.052 mL, 0.394 mmol), followed by stirring for 2 hours at room temperature under a nitrogen atmosphere. The reaction mixture was cooled at an external temperature of 0° C., saturated aqueous solution of sodium hydrogencarbonate was added, and the mixture was stirred... The reactants are C(C)(=O)OCC (ethyl acetate), CC1(CC(CC(C1)(C)C)C1=C(C=CC=C1)N1CCN(CC1)C[C@H]1[C@@H](C1)CO)C (trans-(2-{4-[2-(3,3,5,5-tetramethylcyclohexyl)phenyl]piperazin-1-ylmethyl}cyclopropyl)methanol), C(C)N(CC)S(F)(F)F (diethylaminosulfur trifluoride), C(O)([O-])=O.[Na+] (sodium hydrogencarbonate). Yields the product FC[C@H]1[C@@H](C1)CN1CCN(CC1)C1=C(C=CC=C1)C1CC(CC(C1)(C)C)(C)C (trans-1-(2-fluoromethylcyclopropylmethyl)-4-[2-(3,3,5,5-tetramethylcyclohexyl)phenyl]piperazine). Run in O (water), ClCCl (dichloromethane). The reactants are O(C1=CC=CC=C1)COC1=CC=CC=C1 (4-(Phenoxy)methoxybenzene), ICl (iodine monochloride). Run in C(C)(=O)O (acetic acid). Product: IC1=CC=C(OCOC2=CC=CC=C2)C=C1 (4-(4-Iodophenoxy)methoxybenzene). Isolated yield 67.0%. RXN SMILES: [O:1]([CH2:8][O:9][C:10]1[CH:15]=[CH:14][CH:13]=[CH:12][CH:11]=1)[C:2]1[CH:7]=[CH:6][CH:5]=[CH:4][CH:3]=1.[I:16]Cl>C(O)(=O)C>[I:16][C:5]1[CH:4]=[CH:3][C:2]([O:1][CH2:8][O:9][C:10]2[CH:11]=[CH:12][CH:13]=[CH:14][CH:15]=2)=[CH:7][CH:6]=1. Procedure: 4-(Phenoxy)methoxybenzene (7.40 g, 36.9 mmol) was dissolved in acetic acid and treated with iodine monochloride (7.50 g, 46.2 mmol) at 50° C. for 4 hours. The mixture was then concentrated and the residue taken up in methylene chloride. The solution was washed with 10% sodium sulfite solution, dried with magnesium sulfate, filtered and concentrated to a yellow solid. This was triturated with hexane, collected and dried to give 8.06 g of the title compound as a pale pink solid. GS-MS (m/z, EI): 3... Reactants: C=CC#N, C[N+](C)(C)Cc1ccccc1, C1COCCO1, [OH-], c1ccc2[nH]cnc2c1. Yields the product N#CCCn1cnc2ccccc21. Reaction SMILES: [CH2:10]=[CH:11][C:12]#[N:13].[CH2:15]([N+:16]([CH3:17])([CH3:18])[CH3:19])[c:20]1[cH:21][cH:22][cH:23][cH:24][cH:25]1.[O:26]1[CH2:27][CH2:28][O:29][CH2:30][CH2:31]1.[OH-:14].[cH:1]1[cH:2][cH:3][c:4]2[nH:5][cH:6][n:7][c:8]2[cH:9]1>>[cH:1]1[cH:2][cH:3][c:4]2[n:5]([CH2:10][CH2:11][C:12]#[N:13])[cH:6][n:7][c:8]2[cH:9]1. Reactants: aqueous solution, Br (hydrogen bromide), C(C1=CC=CC=C1)N1C=NC=2N=C(NC(C12)=O)C1=CC(=C(C=C1)OC)OC (7-benzyl-2-(3,4-dimethoxyphenyl)hypoxanthine). Solvent: C(C)(=O)O (acetic acid). The product is C(C1=CC=CC=C1)N1C=NC=2N=C(NC(C12)=O)C1=CC(=C(C=C1)O)O (7-benzyl-2-(3,4-dihydroxyphenyl)hypoxanthine). Yield: 100.1%. Reaction SMILES: [CH2:1]([N:8]1[C:16]2[C:15](=[O:17])[NH:14][C:13]([C:18]3[CH:23]=[CH:22][C:21]([O:24]C)=[C:20]([O:26]C)[CH:19]=3)=[N:12][C:11]=2[N:10]=[CH:9]1)[C:2]1[CH:7]=[CH:6][CH:5]=[CH:4][CH:3]=1.Br>C(O)(=O)C>[CH2:1]([N:8]1[C:16]2[C:15](=[O:17])[NH:14][C:13]([C:18]3[CH:23]=[CH:22][C:21]([OH:24])=[C:20]([OH:26])[CH:19]=3)=[N:12][C:11]=2[N:10]=[CH:9]1)[C:2]1[CH:7]=[CH:6][CH:5]=[CH:4][CH:3]=1. Procedure details: 0.92 g of 7-benzyl-2-(3,4-dimethoxyphenyl)hypoxanthine obtained in Example 2 was dissolved in 18 ml of acetic acid and 3 ml of 48% aqueous solution of hydrogen bromide, and the resulting solution was stirred for 16 hours at 120° C. After removing acetic acid by evaporation under vacuum, water was added and the mixture was stirred for a while. The solid precipitate produced was separated by filtration, washed with water, and dried under reduced pressure. The crude product was purified by silica g... The reactants are OCCC#CC=1C(=CC(=NC1)C(=O)OC)C(=O)OC (dimethyl 5-(4-hydroxy-1-butinyl)-pyridine2,4-dicarboxylate). Reagents/catalysts: [Pd] (palladium). Run in CO (methanol). Run at time 4 hour. The product is OCCCCC=1C(=CC(=NC1)C(=O)OC)C(=O)OC (dimethyl 5-(4-hydroxy-butyl)-pyridine-2,4-dicarboxylate). RXN SMILES: [OH:1][CH2:2][CH2:3][C:4]#[C:5][C:6]1[C:7]([C:16]([O:18][CH3:19])=[O:17])=[CH:8][C:9]([C:12]([O:14][CH3:15])=[O:13])=[N:10][CH:11]=1>CO.[Pd]>[OH:1][CH2:2][CH2:3][CH2:4][CH2:5][C:6]1[C:7]([C:16]([O:18][CH3:19])=[O:17])=[CH:8][C:9]([C:12]([O:14][CH3:15])=[O:13])=[N:10][CH:11]=1. Procedure details: 200 mg of dimethyl 5-(4-hydroxy-1-butinyl)-pyridine-2,4-dicarboxylate (from Example 7) are dissolved in 25 ml of methanol and, after addition of the palladium catalyst (10% strength on charcoal) are hydrogenated. The reaction has ended after 4 hours (thin layer control). The catalyst is filtered off and the solution is concentrated in vacuo. The colorless oil is chromatographed on silica gel.